Dataset: the Open Reaction Database (ORD), a public repository of structured organic reaction records. Task: describe an organic reaction: reactants, conditions, products, and yield Starting materials: NCCC(=O)O (3-aminopropionic acid), C1(\C=C/C(=O)O1)=O (maleic anhydride). Yields the product C(=O)(O)CCNC(\C=C/C(=O)O)=O (N-carboxyethylmaleamic acid). The yield is 68.0%. RXN SMILES: [NH2:1][CH2:2][CH2:3][C:4]([OH:6])=[O:5].[C:7]1(=[O:13])[O:12][C:10](=[O:11])[CH:9]=[CH:8]1>>[C:4]([CH2:3][CH2:2][NH:1][C:7](=[O:13])/[CH:8]=[CH:9]\[C:10]([OH:12])=[O:11])([OH:6])=[O:5]. Procedure details: In the same manner, equimolar amounts of 3-aminopropionic acid and maleic anhydride are reacted to produce N-carboxyethylmaleamic acid (M.P. 150°-152° C.) in 68% yield.